Task: describe an organic reaction: reactants, conditions, products, and yield. Dataset: the Open Reaction Database (ORD), a public repository of structured organic reaction records The reactants are C(=O)C1=CC=C(OCC(=O)OC(C)(C)C)C=C1 (tert-Butyl (4-formylphenoxy)acetate), NC1=CC=C(C=C1)C (p-toluidine). Run in C1(=CC=CC=C1)C (toluene). The product is CC1=CC=C(C=C1)\N=C\C1=CC=C(OCC(=O)OC(C)(C)C)C=C1 (tert-Butyl (4-{(E)-[(4-methylphenyl)imino]methyl}phenoxy)acetate). As a reaction SMILES: [CH:1]([C:3]1[CH:17]=[CH:16][C:6]([O:7][CH2:8][C:9]([O:11][C:12]([CH3:15])([CH3:14])[CH3:13])=[O:10])=[CH:5][CH:4]=1)=O.[NH2:18][C:19]1[CH:24]=[CH:23][C:22]([CH3:25])=[CH:21][CH:20]=1>C1(C)C=CC=CC=1>[CH3:25][C:22]1[CH:23]=[CH:24][C:19](/[N:18]=[CH:1]/[C:3]2[CH:17]=[CH:16][C:6]([O:7][CH2:8][C:9]([O:11][C:12]([CH3:15])([CH3:14])[CH3:13])=[O:10])=[CH:5][CH:4]=2)=[CH:20][CH:21]=1. Reported procedure: tert-Butyl (4-formylphenoxy)acetate (5.0 g, 21.2 mmol) was dissolved in dry toluene (100 mL) and p-toluidine (2.27 g, 21.2 mmol) was added. The mixture was refluxed in a Dean-Stark apparatus for 18 hours, cooled and concentrated under reduced pressure. Heptane was added and the mixture was concentrated under reduced pressure. This afforded the title compound. The reactants are Cl.O1C(COC2=C1C=CC=C2)CN (2,3-dihydro-1,4-benzodioxin-2-methanamine hydrochloride), C(C1=CC=CC=C1)OC=1C=C2C(=CNC2=CC1)CCC(=O)O (5-Benzyloxyindole-3-propionic acid), O.ON1N=NC2=C1C=CC=C2 (1-hydroxybenzotriazole hydrate), C(C)(C)N=C=NC(C)C (1,3-diisopropylcarbodiimide). Run in CN(C)C=O (DMF), CN(C)C=O (DMF). Reaction conditions: time 2 hour. The product is C(C1=CC=CC=C1)OC=1C=C2C(=CNC2=CC1)CCCNCC1COC2=C(O1)C=CC=C2 ([3-(5-Benzyloxy-1H-indol-3-yl)-propyl]-(2,3-dihydro-benzo[1,4]dioxin-2-ylmethyl)-amine). Yield: 82.1%. Reaction SMILES: [CH2:1]([O:8][C:9]1[CH:10]=[C:11]2[C:15](=[CH:16][CH:17]=1)[NH:14][CH:13]=[C:12]2[CH2:18][CH2:19][C:20](O)=O)[C:2]1[CH:7]=[CH:6][CH:5]=[CH:4][CH:3]=1.O.ON1C2C=CC=CC=2N=N1.C(N=C=NC(C)C)(C)C.Cl.[O:44]1[C:49]2[CH:50]=[CH:51][CH:52]=[CH:53][C:48]=2[O:47][CH2:46][CH:45]1[CH2:54][NH2:55]>CN(C=O)C>[CH2:1]([O:8][C:9]1[CH:10]=[C:11]2[C:15](=[CH:16][CH:17]=1)[NH:14][CH:13]=[C:12]2[CH2:18][CH2:19][CH2:20][NH:55][CH2:54][CH:45]1[O:44][C:49]2[CH:50]=[CH:51][CH:52]=[CH:53][C:48]=2[O:47][CH2:46]1)[C:2]1[CH:3]=[CH:4][CH:5]=[CH:6][CH:7]=1 |f:1.2,4.5|. Reported procedure: 5-Benzyloxyindole-3-propionic acid (2.7 g, 9.1 mmole), 1-hydroxybenzotriazole hydrate (1.5 g, 10.9 mmole) and 1,3-diisopropylcarbodiimide (3.4 ml, 21.8 mmole) were combined in 200 ml of DMF and stirred at room temperature for 2 hours under a nitrogen atmosphere. To this was added dropwise 2,3-dihydro-1,4-benzodioxin-2-methanamine hydrochloride (1.8 g, 9.1 mmole) in 50 ml of DMF and the mixture was further stirred for 24 hours. The solvent was removed and replaced with dichloromethane. The mixtur... Starting materials: N(N)C(=O)C1=CC(=NC(=C1)N(C[C@H]1[C@@H](C1)C)C)N(S(=O)(=O)C)C (N-[4-(hydrazinocarbonyl)-6-(methyl[(trans-2-methylcyclopropyl)methyl]amino)pyridin-2-yl]-N-methylmethanesulfonamide), C(C)(C)(C)OC(=O)N1[C@H]([C@H](CCC1)C1=CC=CC=C1)C(=O)O (cis-1-(tert-butoxycarbonyl)-3-phenylpiperidine-2-carboxylic acid), C(C)(C)(C)OC(=O)N1[C@H]([C@H](CCC1)C1=CC=CC=C1)C(=O)O (cis-1-(tert-butoxycarbonyl)-3-phenylpiperidine-2-carboxylic acid), ON1N=NC2=C1C=CC=C2 (1-hydroxybenzotriazole), C(C)(C)N(CC)C(C)C (diisopropylethylamine), polystyrene, C([O-])([O-])=O (carbonate). The solvent is ClCCCl (1,2-dichloroethane). Run at time 18 hour. Yields the product CN(C=1C=C(C(=O)NNC(=O)[C@@H]2N(CCC[C@@H]2C2=CC=CC=C2)C(=O)OC(C)(C)C)C=C(N1)N(S(=O)(=O)C)C)C[C@H]1[C@@H](C1)C (tert-butyl cis-2-[(2-{2-(methyl[(trans-2-methylcyclopropyl)methyl]amino)-6-[methyl(methylsulfonyl)amino]isonicotinoyl}hydrazino)carbonyl]-3-phenylpiperidine-1-carboxylate). As a reaction SMILES: [NH:1]([C:3]([C:5]1[CH:10]=[C:9]([N:11]([CH3:17])[CH2:12][C@@H:13]2[CH2:15][C@H:14]2[CH3:16])[N:8]=[C:7]([N:18]([CH3:23])[S:19]([CH3:22])(=[O:21])=[O:20])[CH:6]=1)=[O:4])[NH2:2].[C:24]([O:28][C:29]([N:31]1[CH2:36][CH2:35][CH2:34][C@H:33]([C:37]2[CH:42]=[CH:41][CH:40]=[CH:39][CH:38]=2)[C@@H:32]1[C:43](O)=[O:44])=[O:30])([CH3:27])([CH3:26])[CH3:25].ON1C2C=CC=CC=2N=N1.C(N(C(C)C)CC)(C)C.C(=O)([O-])[O-]>ClCCCl>[CH3:17][N:11]([CH2:12][C@@H:13]1[CH2:15][C@H:14]1[CH3:16])[C:9]1[CH:10]=[C:5]([CH:6]=[C:7]([N:18]([CH3:23])[S:19]([CH3:22])(=[O:21])=[O:20])[N:8]=1)[C:3]([NH:1][NH:2][C:43]([C@H:32]1[C@@H:33]([C:37]2[CH:42]=[CH:41][CH:40]=[CH:39][CH:38]=2)[CH2:34][CH2:35][CH2:36][N:31]1[C:29]([O:28][C:24]([CH3:27])([CH3:26])[CH3:25])=[O:30])=[O:44])=[O:4]. Reported procedure: To a solution of N-[4-(hydrazinocarbonyl)-6-(methyl[(trans-2-methylcyclopropyl)methyl]amino)pyridin-2-yl]-N-methylmethanesulfonamide (3A.3b-1, 59.0 mg, 0.17 mmol) in 1,2-dichloroethane (2 ml) were added cis-1-(tert-butoxycarbonyl)-3-phenylpiperidine-2-carboxylic acid (Intermediate 1A.5, 45.9 mg, 0.15 mmol), 1-hydroxybenzotriazole (23.2 mg, 0.16 mmol), diisopropylethylamine (0.090 ml, 0.52 mmol), and polystyrene bound carbodiimide (246 mg, 0.34 mmol, 1.31 mmol/g). The reaction mixture was allowed... Reactants: [Si](C)(C)(C(C)(C)C)OC1CCCN2C1=NC(=C(C2=O)CCCl)C (9-((tert-butyldimethylsilyl)oxy)-3-(2-chloroethyl)-2-methyl-6,7,8,9-tetrahydro-4H-pyrido[1,2-a]pyrimidin-4-one), C(C)(C)N(CC)C(C)C (Diisopropylethylamine), C(C)(C)N(CC)C(C)C (diisopropylethylamine), Cl.N1CCC(CC1)C1=NOC2=C1C=CC(=C2)O (3-(piperidin-4-yl)benzo[d]isoxazol-6-ol hydrochloride salt). Solvent: CO (methanol). Conditions: temperature 60 celsius, time 17 hour. Yields the product [Si](C)(C)(C(C)(C)C)OC1CCCN2C1=NC(=C(C2=O)CCN2CCC(CC2)C2=NOC1=C2C=CC(=C1)O)C (9-((tert-butyldimethylsilyl)oxy)-3-(2-(4-(6-hydroxybenzo[d]isoxazol-3-yl)piperidin-1-yl)ethyl)-2-methyl-6,7,8,9-tetrahydro-4H-pyrido[1,2-a]pyrimidin-4-one). As a reaction SMILES: [Si:1]([O:8][CH:9]1[C:14]2=[N:15][C:16]([CH3:23])=[C:17]([CH2:20][CH2:21]Cl)[C:18](=[O:19])[N:13]2[CH2:12][CH2:11][CH2:10]1)([C:4]([CH3:7])([CH3:6])[CH3:5])([CH3:3])[CH3:2].C(N(C(C)C)CC)(C)C.Cl.[NH:34]1[CH2:39][CH2:38][CH:37]([C:40]2[C:44]3[CH:45]=[CH:46][C:47]([OH:49])=[CH:48][C:43]=3[O:42][N:41]=2)[CH2:36][CH2:35]1>CO>[Si:1]([O:8][CH:9]1[C:14]2=[N:15][C:16]([CH3:23])=[C:17]([CH2:20][CH2:21][N:34]3[CH2:35][CH2:36][CH:37]([C:40]4[C:44]5[CH:45]=[CH:46][C:47]([OH:49])=[CH:48][C:43]=5[O:42][N:41]=4)[CH2:38][CH2:39]3)[C:18](=[O:19])[N:13]2[CH2:12][CH2:11][CH2:10]1)([C:4]([CH3:7])([CH3:6])[CH3:5])([CH3:3])[CH3:2] |f:2.3|. Procedure details: A solution of 9-((tert-butyldimethylsilyl)oxy)-3-(2-chloroethyl)-2-methyl-6,7,8,9-tetrahydro-4H-pyrido[1,2-a]pyrimidin-4-one, prepared as described in the previous step, (0.5 g, 1.40 mmol) in methanol (25 mL) and diisopropylethylamine (732.83 μL, 4.20 mmol) was treated with 3-(piperidin-4-yl)benzo[d]isoxazol-6-ol hydrochloride salt (374.62 mg, 1.47 mmol), and the reaction mixture was stirred for 17 h at 60° C. under argon. Diisopropylethylamine (732.83 μL, 4.20 mmol) was added and the mixture wa... The reactants are COC1=C(C=O)C(=C(C(=C1C)C)OC)C (2,5-dimethoxy-3,4,6-trimethylbenzaldehyde), C(C)(=O)[O-].[NH4+] (ammonium acetate), [N+](=O)([O-])C (nitromethane). Conditions: temperature 80 celsius. Product: COC1=C(C(=C(C(=C1C=C[N+](=O)[O-])C)OC)C)C (1,4-dimethoxy-2,3,5-trimethyl-6-(2-nitrovinyl)benzene). As a reaction SMILES: [CH3:1][O:2][C:3]1[C:10]([CH3:11])=[C:9]([CH3:12])[C:8]([O:13][CH3:14])=[C:7]([CH3:15])[C:4]=1[CH:5]=O.C([O-])(=O)C.[NH4+].[N+:21]([CH3:24])([O-:23])=[O:22]>>[CH3:1][O:2][C:3]1[C:4]([CH:5]=[CH:24][N+:21]([O-:23])=[O:22])=[C:7]([CH3:15])[C:8]([O:13][CH3:14])=[C:9]([CH3:12])[C:10]=1[CH3:11] |f:1.2|. Reported procedure: In a 500 mL round bottom flask was placed 2,5-dimethoxy-3,4,6-trimethylbenzaldehyde (2.5 g, 12 mmol) and ammonium acetate (1.3 g, 17 mmol). The solids were taken up in nitromethane (240 mL), and the mixture warmed to 80° C. for 90 min. After the reaction was complete, volatiles were removed in vacuo, the residue was dissolved in ethyl acetate (200 mL), washed with water and brine (50 mL each), dried over anhydrous sodium sulfate, filtered, and concentrated in vacuo to give 3.3 g 1,4-dimethoxy-2,... Reactants: Cc1cccc(CBr)n1, Cc1cc(C(=O)c2c[nH]c3ccc(F)cc3c2=O)cnc1C, CN(C)C=O, [H-], [Na+]. Product: Cc1cccc(Cn2cc(C(=O)c3cnc(C)c(C)c3)c(=O)c3cc(F)ccc32)n1. Reaction SMILES: [Br:25][CH2:26][c:27]1[n:28][c:29]([CH3:33])[cH:30][cH:31][cH:32]1.[CH3:1][c:2]1[cH:3][c:4]([C:9](=[O:10])[c:11]2[cH:12][nH:13][c:14]3[cH:15][cH:16][c:17]([F:22])[cH:18][c:19]3[c:20]2=[O:21])[cH:5][n:6][c:7]1[CH3:8].[CH3:34][N:35]([CH3:36])[CH:37]=[O:38].[H-:23].[Na+:24]>>[CH3:1][c:2]1[cH:3][c:4]([C:9](=[O:10])[c:11]2[cH:12][n:13]([CH2:26][c:27]3[n:28][c:29]([CH3:33])[cH:30][cH:31][cH:32]3)[c:14]3[cH:15][cH:16][c:17]([F:22])[cH:18][c:19]3[c:20]2=[O:21])[cH:5][n:6][c:7]1[CH3:8].